Dataset: the Open Reaction Database (ORD), a public repository of structured organic reaction records. Task: describe an organic reaction: reactants, conditions, products, and yield Starting materials: BrC=1C=C(N)C=C(C1)[N+](=O)[O-] (3-bromo-5-nitroaniline), ClC1=NC=CC(=N1)C(F)(F)F (2-chloro-4-(trifluoromethyl)pyrimidine). The solvent is O1CCOCC1 (dioxane). Reaction conditions: temperature 100 celsius, time 18 hour. Product: BrC=1C=C(C=C(C1)[N+](=O)[O-])NC1=NC=CC(=N1)C(F)(F)F (N-(3-bromo-5-nitrophenyl)-4-(trifluoromethyl)pyrimidin-2-amine). RXN SMILES: [Br:1][C:2]1[CH:3]=[C:4]([CH:6]=[C:7]([N+:9]([O-:11])=[O:10])[CH:8]=1)[NH2:5].Cl[C:13]1[N:18]=[C:17]([C:19]([F:22])([F:21])[F:20])[CH:16]=[CH:15][N:14]=1>O1CCOCC1>[Br:1][C:2]1[CH:3]=[C:4]([NH:5][C:13]2[N:18]=[C:17]([C:19]([F:22])([F:21])[F:20])[CH:16]=[CH:15][N:14]=2)[CH:6]=[C:7]([N+:9]([O-:11])=[O:10])[CH:8]=1. Procedure details: was added to a solution of 3-bromo-5-nitroaniline (3.4 g, 15.7 mmol) and 2-chloro-4-(trifluoromethyl)pyrimidine) (2.27 mL, 18.80 mmol) in dioxane (78 ml) at room temperature, under nitrogen. The mixture became heterogeneous instantly and upon heating, a solution was obtained. The mixture was stirred at 100° C. for 18 hours then cooled to room temperature and concentrated under reduced pressure. Saturated sodium bicarbonate and dichloromethane were added, the organic phase was recovered using a p...